This data is from the Open Reaction Database (ORD), a public repository of structured organic reaction records. The task is: describe an organic reaction: reactants, conditions, products, and yield Reactants: O=C(Cl)c1cccc(NC(=O)c2ccccc2)c1, Cc1cc(C(O)(C(F)(F)F)C(F)(F)F)cc(C)c1N, CCOC(C)=O, C1CCOC1, O, c1ccncc1. As a reaction SMILES: [C:20]([c:21]1[cH:22][cH:23][cH:24][cH:25][cH:26]1)(=[O:27])[NH:28][c:29]1[cH:30][c:31]([C:32](=[O:33])[Cl:34])[cH:35][cH:36][cH:37]1.[CH3:1][c:2]1[c:3]([NH2:4])[c:5]([CH3:19])[cH:6][c:7]([C:9]([C:10]([F:11])([F:12])[F:13])([C:14]([F:15])([F:16])[F:17])[OH:18])[cH:8]1.[CH3:50][CH2:51][O:52][C:53](=[O:54])[CH3:55].[O:44]1[CH2:45][CH2:46][CH2:47][CH2:48]1.[OH2:49].[cH:38]1[cH:39][cH:40][n:41][cH:42][cH:43]1>>[CH3:1][c:2]1[c:3]([NH:4][C:32]([c:31]2[cH:30][c:29]([NH:28][C:20]([c:21]3[cH:22][cH:23][cH:24][cH:25][cH:26]3)=[O:27])[cH:37][cH:36][cH:35]2)=[O:33])[c:5]([CH3:19])[cH:6][c:7]([C:9]([C:10]([F:11])([F:12])[F:13])([C:14]([F:15])([F:16])[F:17])[OH:18])[cH:8]1. Product: Cc1cc(C(O)(C(F)(F)F)C(F)(F)F)cc(C)c1NC(=O)c1cccc(NC(=O)c2ccccc2)c1.